This data is from the Open Reaction Database (ORD), a public repository of structured organic reaction records. The task is: describe an organic reaction: reactants, conditions, products, and yield Reactants: CC(CO)(CCO)C (2,2-dimethyl-1,4-butanediol), [Si](C)(C)(C(C)(C)C)Cl (t-butyldimethylsilyl chloride), N1C=NC=C1 (imidazole), C(C)(=O)OCC (ethyl acetate). Solvent: C1CCOC1 (THF), O (water). Conditions: time 24 hour. Product: [Si](C)(C)(C(C)(C)C)OCCC(CO)(C)C (4-t-butyldimethylsilyloxy-2,2-dimethyl-1-butanol). Isolated yield 69.8%. RXN SMILES: [CH3:1][C:2]([CH3:8])([CH2:5][CH2:6][OH:7])[CH2:3][OH:4].[Si:9](Cl)([C:12]([CH3:15])([CH3:14])[CH3:13])([CH3:11])[CH3:10].N1C=CN=C1.C(OCC)(=O)C>C1COCC1.O>[Si:9]([O:7][CH2:6][CH2:5][C:2]([CH3:8])([CH3:1])[CH2:3][OH:4])([C:12]([CH3:15])([CH3:14])[CH3:13])([CH3:11])[CH3:10]. Procedure: A solution of 2,2-dimethyl-1,4-butanediol (8.01 g, 67.8 mmol) in dry THF (80 mL) was treated with t-butyldimethylsilyl chloride (10.2 g, 67.8 mmol) and imidazole (4.60 g, 67.6 mmol). After 24 h at room temperature, work-up with ethyl acetate and water followed by drying the organics and concentration gave a crude product, which was purified by silica gel flash chromatography (being eluted with 5% ethyl acetate in hexane) to afford 11.0 g (Y: 70%) of 4-t-butyldimethylsilyloxy-2,2-dimethyl-1-butan... Isolated yield 39.5%. Product: ClC1=CC=C(CN2N=C(C=C(C2=O)CN2CCN(CC2)C)C2=CC(=C(C=C2)OC)F)C=C1 (2-(4-chlorobenzyl)-6-(3-fluoro-4-methoxyphenyl)-4-(4-methyl-1-piperazinyl)methyl-2H-pyridazin-3-one). Reactants: ClC1=CC=C(CN2N=C(C=C(C2=O)COS(=O)(=O)C)C2=CC(=C(C=C2)OC)F)C=C1 (2-(4-chlorobenzyl)-6-(3-fluoro-4-methoxyphenyl)-4-methanesulfonyloxymethyl-2H-pyridazin-3-one), CN1CCNCC1 (1-methylpiperazine). Procedure: Following the procedure of Example 1(10), 2-(4-chlorobenzyl)-6-(3-fluoro-4-methoxyphenyl)-4-methanesulfonyloxymethyl-2H-pyridazin-3-one and 1-methylpiperazine were reacted to yield the title compound as pale brown prisms (yield: 39.5%). RXN SMILES: [Cl:1][C:2]1[CH:30]=[CH:29][C:5]([CH2:6][N:7]2[C:12](=[O:13])[C:11]([CH2:14]OS(C)(=O)=O)=[CH:10][C:9]([C:20]3[CH:25]=[CH:24][C:23]([O:26][CH3:27])=[C:22]([F:28])[CH:21]=3)=[N:8]2)=[CH:4][CH:3]=1.[CH3:31][N:32]1[CH2:37][CH2:36][NH:35][CH2:34][CH2:33]1>>[Cl:1][C:2]1[CH:3]=[CH:4][C:5]([CH2:6][N:7]2[C:12](=[O:13])[C:11]([CH2:14][N:35]3[CH2:36][CH2:37][N:32]([CH3:31])[CH2:33][CH2:34]3)=[CH:10][C:9]([C:20]3[CH:25]=[CH:24][C:23]([O:26][CH3:27])=[C:22]([F:28])[CH:21]=3)=[N:8]2)=[CH:29][CH:30]=1. Reactants: C(C)(C)N(C(C)C)CC (N,N-Diisopropylethylamine), S(=O)(=O)(C)Cl (mesyl chloride), C(C)(C)(C)OC(=O)N1[C@@H](C[C@H](C1)O[Si](C)(C)C(C)(C)C)CO ((2S,4R)-N-t-butoxycarbonyl-4-t-butyldimethylsiloxy-2-hydroxymethylpyrrolidine), [Cl-].[NH4+] (ammonium chloride). Run in C(Cl)Cl (methylene chloride). Reaction conditions: time 30 minute. Product: C(C)(C)(C)OC(=O)N1[C@@H](C[C@H](C1)O[Si](C)(C)C(C)(C)C)COS(=O)(=O)C ((2S,4R)-N-t-butoxycarbonyl-4-t-butyldimethylsiloxy-2-(mesyloxymethyl)pyrrolidine). Reaction SMILES: C(N(CC)C(C)C)(C)C.[S:10](Cl)([CH3:13])(=[O:12])=[O:11].[C:15]([O:19][C:20]([N:22]1[CH2:26][C@H:25]([O:27][Si:28]([C:31]([CH3:34])([CH3:33])[CH3:32])([CH3:30])[CH3:29])[CH2:24][C@H:23]1[CH2:35][OH:36])=[O:21])([CH3:18])([CH3:17])[CH3:16].[Cl-].[NH4+]>C(Cl)Cl>[C:15]([O:19][C:20]([N:22]1[CH2:26][C@H:25]([O:27][Si:28]([C:31]([CH3:34])([CH3:33])[CH3:32])([CH3:30])[CH3:29])[CH2:24][C@H:23]1[CH2:35][O:36][S:10]([CH3:13])(=[O:12])=[O:11])=[O:21])([CH3:18])([CH3:17])[CH3:16] |f:3.4|. Procedure details: N,N-Diisopropylethylamine (21.1 ml, 121 mmol) and mesyl chloride (4.67 ml, 60.3 mmol) were successively added to a solution of (2S,4R)-N-t-butoxycarbonyl-4-t-butyldimethylsiloxy-2-hydroxymethylpyrrolidine (10.2 g, 30.2 mmol; the compound of Reference Example 1-3) in European Laid Open Patent Application No. 449191) in methylene chloride (200 ml) in a nitrogen stream under cooling with ice and the resulting liquid mixture was stirred at the same temperature for 30 minutes. To this reaction soluti... The reactants are CCOC(C)=O, ClCCl, CC(C)(C)OC(=O)c1ccc(C2(C(=O)Oc3ccc(C(=O)NO)cc3)CCCCC2)cc1, O=C(O)C(F)(F)F. Product: O=C(O)c1ccc(C2(C(=O)Oc3ccc(C(=O)NO)cc3)CCCCC2)cc1. Reaction SMILES: [CH3:43][CH2:44][O:45][C:46](=[O:47])[CH3:48].[Cl:33][CH2:34][Cl:35].[OH:1][NH:2][C:3](=[O:4])[c:5]1[cH:6][cH:7][c:8]([O:9][C:10](=[O:11])[C:12]2([c:18]3[cH:19][cH:20][c:21]([C:22](=[O:23])[O:24][C:25]([CH3:26])([CH3:27])[CH3:28])[cH:29][cH:30]3)[CH2:13][CH2:14][CH2:15][CH2:16][CH2:17]2)[cH:31][cH:32]1.[OH:36][C:37]([C:38]([F:39])([F:40])[F:41])=[O:42]>>[OH:1][NH:2][C:3](=[O:4])[c:5]1[cH:6][cH:7][c:8]([O:9][C:10](=[O:11])[C:12]2([c:18]3[cH:19][cH:20][c:21]([C:22](=[O:23])[OH:24])[cH:29][cH:30]3)[CH2:13][CH2:14][CH2:15][CH2:16][CH2:17]2)[cH:31][cH:32]1. Starting materials: O=C1CCC(=O)N1Br, CC(=O)OC1CCC2(C)C(CCC3C2CC(OC(C)=O)C2(C)C(C(C)CC=C(c4ccccc4)c4ccccc4)CCC32)C1, O=C(OOC(=O)c1ccccc1)c1ccccc1, ClC(Cl)(Cl)Cl. Product: C=C(CC=C(c1ccccc1)c1ccccc1)C1CCC2C3CCC4CC(OC(C)=O)CCC4(C)C3CC(OC(C)=O)C12C. RXN SMILES: [Br:45][N:46]1[C:47](=[O:48])[CH2:49][CH2:50][C:51]1=[O:52].[C:1]([CH3:2])(=[O:3])[O:4][CH:5]1[CH2:6][CH:7]2[CH2:8][CH2:9][CH:10]3[CH:11]4[CH2:12][CH2:13][CH:14]([CH:28]([CH2:29][CH:30]=[C:31]([c:32]5[cH:33][cH:34][cH:35][cH:36][cH:37]5)[c:38]5[cH:39][cH:40][cH:41][cH:42][cH:43]5)[CH3:44])[C:15]4([CH3:16])[CH:17]([O:24][C:25]([CH3:26])=[O:27])[CH2:18][CH:19]3[C:20]2([CH3:23])[CH2:21][CH2:22]1.[C:53]([O:54][O:55][C:56](=[O:57])[c:58]1[cH:59][cH:60][cH:61][cH:62][cH:63]1)(=[O:64])[c:65]1[cH:66][cH:67][cH:68][cH:69][cH:70]1.[C:71]([Cl:72])([Cl:73])([Cl:74])[Cl:75]>>[C:1]([CH3:2])(=[O:3])[O:4][CH:5]1[CH2:6][CH:7]2[CH2:8][CH2:9][CH:10]3[CH:11]4[CH2:12][CH2:13][CH:14]([C:28]([CH2:29][CH:30]=[C:31]([c:32]5[cH:33][cH:34][cH:35][cH:36][cH:37]5)[c:38]5[cH:39][cH:40][cH:41][cH:42][cH:43]5)=[CH2:44])[C:15]4([CH3:16])[CH:17]([O:24][C:25]([CH3:26])=[O:27])[CH2:18][CH:19]3[C:20]2([CH3:23])[CH2:21][CH2:22]1. Starting materials: FC1=C(C=C(C(=C1)OC)F)N1CCC(CC1)=O (1-(2,5-difluoro-4-methoxyphenyl)piperidin-4-one), O1CCCC1 (tetrahydrofuran), [Cl-].COC[P+](C1=CC=CC=C1)(C1=CC=CC=C1)C1=CC=CC=C1 (methoxymethyltriphenyl-phosphonium chloride), O1CCCC1 (tetrahydrofuran), n-butyl lithium-in-hexane. Run in O (water). Reaction conditions: time 10 minute. Yields the product FC1=C(C=C(C(=C1)OC)F)N1CCC(CC1)=COC (1-(2,5-difluoro-4-methoxyphenyl)-4-methoxymethylenepiperidine). The yield is 34.1%. RXN SMILES: [Cl-].[CH3:2][O:3][CH2:4][P+](C1C=CC=CC=1)(C1C=CC=CC=1)C1C=CC=CC=1.O1CCCC1.[F:29][C:30]1[CH:35]=[C:34]([O:36][CH3:37])[C:33]([F:38])=[CH:32][C:31]=1[N:39]1[CH2:44][CH2:43][C:42](=O)[CH2:41][CH2:40]1>O>[F:29][C:30]1[CH:35]=[C:34]([O:36][CH3:37])[C:33]([F:38])=[CH:32][C:31]=1[N:39]1[CH2:44][CH2:43][C:42](=[CH:2][O:3][CH3:4])[CH2:41][CH2:40]1 |f:0.1|. Reported procedure: A reaction vessel was charged with methoxymethyltriphenyl-phosphonium chloride (1.114 g), the atomosphere indide the vessel was substituted with nitrogen, and anhydrous tetrahydrofuran (2 mL) was added, followed by further dropwise addition of 1.57 M n-butyl lithium-in-hexane solution (2 mL) at room temperature and thereafter 10 minutes' stirring at room temperature. To the reaction mixture a mixture of 1-(2,5-difluoro-4-methoxyphenyl)piperidin-4-one (676 mg) and anhydrous tetrahydrofuran (0.5 m... Reactants: COc1nc2c(c(Cl)c1Br)C(C)CN(C(=O)C(F)(F)F)CC2, CO, [K+], [K+], O=C([O-])[O-], O. Yields the product COc1nc2c(c(Cl)c1Br)C(C)CNCC2. RXN SMILES: [Br:1][c:2]1[c:3]([Cl:22])[c:4]2[c:5]([n:18][c:19]1[O:20][CH3:21])[CH2:6][CH2:7][N:8]([C:12](=[O:13])[C:14]([F:15])([F:16])[F:17])[CH2:9][CH:10]2[CH3:11].[CH3:29][OH:30].[K+:23].[K+:24].[O-:25][C:26]([O-:27])=[O:28].[OH2:31]>>[Br:1][c:2]1[c:3]([Cl:22])[c:4]2[c:5]([n:18][c:19]1[O:20][CH3:21])[CH2:6][CH2:7][NH:8][CH2:9][CH:10]2[CH3:11]. The reactants are [N+](=O)([O-])C1=CC=C(C=C1)[C@H]1[C@@H](C1)C(=O)O (trans-2-(4-nitrophenyl)cyclopropanecarboxylic acid), ClC(=O)OCC (ethyl chloroformate), C(CCCCCCC)N (octylamine). Run in C(Cl)(Cl)Cl (chloroform), C(Cl)(Cl)Cl (chloroform), C(Cl)(Cl)Cl (chloroform), C(C)N(CC)CC (triethylamine). Conditions: temperature 5 celsius, time 15 minute. Product: C(CCCCCCC)NC(=O)[C@H]1[C@@H](C1)C1=CC=C(C=C1)[N+](=O)[O-] (trans-N-Octyl-2-(4-nitrophenyl)-cyclopropanecarboxamide). Reaction SMILES: [N+:1]([C:4]1[CH:9]=[CH:8][C:7]([C@@H:10]2[CH2:12][C@H:11]2[C:13]([OH:15])=O)=[CH:6][CH:5]=1)([O-:3])=[O:2].ClC(OCC)=O.[CH2:22]([NH2:30])[CH2:23][CH2:24][CH2:25][CH2:26][CH2:27][CH2:28][CH3:29]>C(Cl)(Cl)Cl.C(N(CC)CC)C>[CH2:22]([NH:30][C:13]([C@@H:11]1[CH2:12][C@H:10]1[C:7]1[CH:6]=[CH:5][C:4]([N+:1]([O-:3])=[O:2])=[CH:9][CH:8]=1)=[O:15])[CH2:23][CH2:24][CH2:25][CH2:26][CH2:27][CH2:28][CH3:29]. Procedure: To a stirred slurry of 4.1 g. of trans-2-(4-nitrophenyl)cyclopropanecarboxylic acid in 50 ml. of chloroform was added 2.2 g. of triethylamine. The clear solution thus obtained was cooled to ca. 5° C., and a solution of 2.4 g. of ethyl chloroformate in 15 ml. of chloroform was added dropwise with stirring during 15 minutes. Stirring was continued for 20 minutes, and then a solution of 2.8 g. of octylamine in 15 ml. of chloroform was added dropwise with stirring, at 0°-5° C., during 10-15 minutes....